Dataset: the Open Reaction Database (ORD), a public repository of structured organic reaction records. Task: describe an organic reaction: reactants, conditions, products, and yield The reactants are ClC1=C(C=CC(=C1)Cl)C=1N=C(C(=NC1CC)N[C@H]1[C@H](CC2=CC=CC=C12)OCC)CC (5-(2,4-dichlorophenyl)-N-[(1R,2S)-2-ethoxy-2,3-dihydro-1H-inden-1-yl]-3,6-diethylpyrazin-2-amine), C1(CC1)C=1C(=NC(=C(N1)C1=C(C=C(C=C1)Cl)Cl)C1CC1)N[C@H]1[C@H](CC2=CC=CC=C12)O ((1R,2S)-1-{[3,6-dicyclopropyl-5-(2,4-dichlorophenyl)pyrazin-2-yl]amino}-2,3-dihydro-1H-inden-2-ol). Product: C1(CC1)C=1C(=NC(=C(N1)C1=C(C=C(C=C1)Cl)Cl)C1CC1)N[C@H]1[C@H](CC2=CC=CC=C12)OCC (3,6-dicyclopropyl-5-(2,4-dichlorophenyl)-N-[(1R,2S)-2-ethoxy-2,3-dihydro-1H-inden-1-yl]pyrazin-2-amine). Reaction SMILES: Cl[C:2]1C=C(Cl)C=C[C:3]=1C1N=C(CC)C(N[C@@H]2C3C(=CC=CC=3)C[C@@H]2OCC)=NC=1CC.[CH:32]1([C:35]2[C:36]([NH:52][C@@H:53]3[C:61]4[C:56](=[CH:57][CH:58]=[CH:59][CH:60]=4)[CH2:55][C@@H:54]3[OH:62])=[N:37][C:38]([CH:49]3[CH2:51][CH2:50]3)=[C:39]([C:41]3[CH:46]=[CH:45][C:44]([Cl:47])=[CH:43][C:42]=3[Cl:48])[N:40]=2)[CH2:34][CH2:33]1>>[CH:32]1([C:35]2[C:36]([NH:52][C@@H:53]3[C:61]4[C:56](=[CH:57][CH:58]=[CH:59][CH:60]=4)[CH2:55][C@@H:54]3[O:62][CH2:2][CH3:3])=[N:37][C:38]([CH:49]3[CH2:50][CH2:51]3)=[C:39]([C:41]3[CH:46]=[CH:45][C:44]([Cl:47])=[CH:43][C:42]=3[Cl:48])[N:40]=2)[CH2:33][CH2:34]1. Procedure: Following the procedure for the preparation of 5-(2,4-dichlorophenyl)-N-[(1R,2S)-2-ethoxy-2,3-dihydro-1H-inden-1-yl]-3,6-diethylpyrazin-2-amine but substituting (1R,2S)-1-{[3,6-dicyclopropyl-5-(2,4-dichlorophenyl)pyrazin-2-yl]amino}-2,3-dihydro-1H-inden-2-ol and making non-critical variations provided the title compound as a solid: 1H NMR (CDCl3) δ 0.80-1.07, 1.17-1.20, 1.67, 1.79, 3.14-3.20, 3.46-3.50, 3.70-3.72, 4.35, 5.72, 5.97, 7.24-7.50; MS (ESI+) for C27H27Cl2N3O m/z 480 (M+H)+. Starting materials: O[C@H]1[C@@H](O[C@@H]([C@H]1O)CO)N1C(C(=NC=C1)C(=O)OC)=O (methyl 4-[(2R,3R,4S,5R)-3,4-dihydroxy-5-(hydroxymethyl)tetrahydro-2-furanyl]-3-oxo-3,4-dihydro-2-pyrazinecarboxylate), C(OC)(OC)OC (trimethyl orthoformate), O.C1(=CC=C(C=C1)S(=O)(=O)O)C (p-toluenesulfonic acid monohydrate). Run in CC(=O)C (acetone). Product: OC[C@H]1O[C@H]([C@H]2[C@@H]1OC(O2)(C)C)N2C(C(=NC=C2)C(=O)OC)=O (methyl 4-[(3aR,4R,6R,6aR)-6-(hydroxymethyl)-2,2-dimethyltetrahydrofuro[3,4-d][1,3]dioxol-4-yl]-3-oxo-3,4-dihydro-2-pyrazinecarboxylate). Yield: 865.6%. As a reaction SMILES: [OH:1][C@@H:2]1[C@H:6]([OH:7])[C@@H:5]([CH2:8][OH:9])[O:4][C@H:3]1[N:10]1[CH:15]=[CH:14][N:13]=[C:12]([C:16]([O:18][CH3:19])=[O:17])[C:11]1=[O:20].C(OC)(OC)OC.O.[C:29]1(C)[CH:34]=CC(S(O)(=O)=O)=C[CH:30]=1>CC(C)=O>[OH:9][CH2:8][C@@H:5]1[C@H:6]2[O:7][C:29]([CH3:34])([CH3:30])[O:1][C@H:2]2[C@H:3]([N:10]2[CH:15]=[CH:14][N:13]=[C:12]([C:16]([O:18][CH3:19])=[O:17])[C:11]2=[O:20])[O:4]1 |f:2.3|. Procedure: In 5 mL of acetone was suspended 0.50 g of methyl 4-[(2R,3R,4S,5R)-3,4-dihydroxy-5-(hydroxymethyl)tetrahydro-2-furanyl]-3-oxo-3,4-dihydro-2-pyrazinecarboxylate. Then, 1 ml of trimethyl orthoformate and 33 mg of p-toluenesulfonic acid monohydrate were successively added, the mixture thus obtained was heated under reflux for one hour, and the solvent was removed under reduced pressure. By purifying the residue by column chromatography [eluent: ethyl acetate], 0.49 g of methyl 4-[(3aR,4R,6R,6aR)-6-... Reactants: BrC=1N=C(C(=NC1CC)N[C@H]1[C@H](CC2=CC=CC=C12)O)CC ((1R,2S)-1-[(5-bromo-3,6-diethylpyrazin-2-yl)amino]-2,3-dihydro-1H-inden-2-ol), C1(CC1)C1=CN=C(C(=N1)N[C@H]1[C@H](CC2=CC=CC=C12)O)CC ((1R,2S)-1-[(6-cyclopropyl-3-ethylpyrazin-2-yl)amino]-2,3-dihydro-1H-inden-2-ol). Product: BrC=1N=C(C(=NC1C1CC1)N[C@H]1[C@H](CC2=CC=CC=C12)O)CC ((1R,2S)-1-[(5-bromo-6-cyclopropyl-3-ethylpyrazin-2-yl)amino]-2,3-dihydro-1H-inden-2-ol). Procedure details: Following the procedure for the preparation of (1R,2S)-1-[(5-bromo-3,6-diethylpyrazin-2-yl)amino]-2,3-dihydro-1H-inden-2-ol but substituting (1R,2S)-1-[(6-cyclopropyl-3-ethylpyrazin-2-yl)amino]-2,3-dihydro-1H-inden-2-ol and making non-critical variations provided the title compound as a solid: 1H NMR (CDCl3) δ 0.93-1.09, 1.28-1.39, 2.35-2.43, 2.60-2.67, 2.99-3.05, 3.22-3.29, 4.70, 5.04, 5.44-5.49, 7.23-7.32; MS (ESI+) for C18H20BrN3O m/z 374 (M+H)+. RXN SMILES: [Br:1][C:2]1[N:3]=[C:4]([CH2:21][CH3:22])[C:5]([NH:10][C@@H:11]2[C:19]3[C:14](=[CH:15][CH:16]=[CH:17][CH:18]=3)[CH2:13][C@@H:12]2[OH:20])=[N:6][C:7]=1[CH2:8][CH3:9].[CH:23]1(C2N=C(N[C@@H]3C4C(=CC=CC=4)C[C@@H]3O)C(CC)=NC=2)CC1>>[Br:1][C:2]1[N:3]=[C:4]([CH2:21][CH3:22])[C:5]([NH:10][C@@H:11]2[C:19]3[C:14](=[CH:15][CH:16]=[CH:17][CH:18]=3)[CH2:13][C@@H:12]2[OH:20])=[N:6][C:7]=1[CH:8]1[CH2:23][CH2:9]1. The reactants are CN=C=O, O=[N+]([O-])c1ccc(OC2(c3ccccc3)CCNCC2)cc1, c1ccccc1. Product: CNC(=O)N1CCC(Oc2ccc([N+](=O)[O-])cc2)(c2ccccc2)CC1. Reaction SMILES: [CH3:23][N:24]=[C:25]=[O:26].[N+:1](=[O:2])([O-:3])[c:4]1[cH:5][cH:6][c:7]([O:8][C:9]2([c:15]3[cH:16][cH:17][cH:18][cH:19][cH:20]3)[CH2:10][CH2:11][NH:12][CH2:13][CH2:14]2)[cH:21][cH:22]1.[cH:27]1[cH:28][cH:29][cH:30][cH:31][cH:32]1>>[N+:1](=[O:2])([O-:3])[c:4]1[cH:5][cH:6][c:7]([O:8][C:9]2([c:15]3[cH:16][cH:17][cH:18][cH:19][cH:20]3)[CH2:10][CH2:11][N:12]([C:25]([NH:24][CH3:23])=[O:26])[CH2:13][CH2:14]2)[cH:21][cH:22]1. Starting materials: C(=O)C1=CC(=C(OC2=NC=C(C(=O)N)C=C2)C=C1)OC (6-(4-formyl-2-methoxyphenoxy)nicotinamide), FC1=C(CCN)C=CC=C1 (2-fluorophenethylamine). Yields the product FC1=C(C=CC=C1)CCNCC1=CC(=C(OC2=NC=C(C(=O)N)C=C2)C=C1)OC (6-(4-{[2-(2-Fluorophenyl)ethylamino)methyl}-2-methoxyphenoxy)nicotinamide). Isolated yield 84.5%. As a reaction SMILES: [CH:1]([C:3]1[CH:18]=[CH:17][C:6]([O:7][C:8]2[CH:16]=[CH:15][C:11]([C:12]([NH2:14])=[O:13])=[CH:10][N:9]=2)=[C:5]([O:19][CH3:20])[CH:4]=1)=O.[F:21][C:22]1[CH:30]=[CH:29][CH:28]=[CH:27][C:23]=1[CH2:24][CH2:25][NH2:26]>>[F:21][C:22]1[CH:30]=[CH:29][CH:28]=[CH:27][C:23]=1[CH2:24][CH2:25][NH:26][CH2:1][C:3]1[CH:18]=[CH:17][C:6]([O:7][C:8]2[CH:16]=[CH:15][C:11]([C:12]([NH2:14])=[O:13])=[CH:10][N:9]=2)=[C:5]([O:19][CH3:20])[CH:4]=1. Procedure details: Using a method similar to Example 405, a reaction of 6-(4-formyl-2-methoxyphenoxy)nicotinamide (Example 414, Part B) (0.050 g, 0.184 mmol) and 2-fluorophenethylamine (0.0256 g, 0.184 mmol) gives the title compound (0.0615 g, 84.7%): TOF MS ES+ 396.2 (M+H)+, HRMS calcd for C22H23N3O3F 396.1723 (M+H)+, found 396.1722, min 0.39; HPLC [YMC-Pack Pro C-18 (150×4.6 mm, S-5 microm), 0.1% TFA/acetonitrile in 0.1% TFA/water at 1.0 mL/min, 20-99% over 23 min], tR=6.8 min, 98.9% purity. Starting materials: C(C1=CC=CC=C1)OC1=C2CCCC(C2=CC=C1)C(=O)N(CC=1C=NNC1)C1=CC=C(C=C1)C(C)C (5-benzyloxy-N-(4-isopropylphenyl)-N-[(pyrazol-4-yl)methyl]-1,2,3,4-tetrahydronaphthalene-1-carboxamide), Cl.ClCC1=NC=CC=C1 (2-(chloromethyl)pyridine hydrochloride), [OH-].[Na+] (sodium hydroxide). Reagents/catalysts: S(=O)(=O)(O)[O-].C(CCC)[N+](CCCC)(CCCC)CCCC (tetra-n-butylammonium hydrogensulfate). Solvent: C(Cl)Cl (methylene chloride). Reaction conditions: time 1 day. Product: C(C1=CC=CC=C1)OC1=C2CCCC(C2=CC=C1)C(=O)N(CC=1C=NN(C1)CC1=NC=CC=C1)C1=CC=C(C=C1)C(C)C (5-benzyloxy-N-(4-isopropylphenyl)-N-{[1-(2-pyridylmethyl)pyrazol-4-yl]methyl}-1,2,3,4-tetrahydronaphthalene-1-carboxamide). Isolated yield 59.1%. As a reaction SMILES: [CH2:1]([O:8][C:9]1[CH:18]=[CH:17][CH:16]=[C:15]2[C:10]=1[CH2:11][CH2:12][CH2:13][CH:14]2[C:19]([N:21]([C:28]1[CH:33]=[CH:32][C:31]([CH:34]([CH3:36])[CH3:35])=[CH:30][CH:29]=1)[CH2:22][C:23]1[CH:24]=[N:25][NH:26][CH:27]=1)=[O:20])[C:2]1[CH:7]=[CH:6][CH:5]=[CH:4][CH:3]=1.Cl.Cl[CH2:39][C:40]1[CH:45]=[CH:44][CH:43]=[CH:42][N:41]=1.[OH-].[Na+]>C(Cl)Cl.S([O-])(O)(=O)=O.C([N+](CCCC)(CCCC)CCCC)CCC>[CH2:1]([O:8][C:9]1[CH:18]=[CH:17][CH:16]=[C:15]2[C:10]=1[CH2:11][CH2:12][CH2:13][CH:14]2[C:19]([N:21]([C:28]1[CH:29]=[CH:30][C:31]([CH:34]([CH3:36])[CH3:35])=[CH:32][CH:33]=1)[CH2:22][C:23]1[CH:27]=[N:26][N:25]([CH2:39][C:40]2[CH:45]=[CH:44][CH:43]=[CH:42][N:41]=2)[CH:24]=1)=[O:20])[C:2]1[CH:3]=[CH:4][CH:5]=[CH:6][CH:7]=1 |f:1.2,3.4,6.7|. Procedure: To a solution of 5-benzyloxy-N-(4-isopropylphenyl)-N-[(pyrazol-4-yl)methyl]-1,2,3,4-tetrahydronaphthalene-1-carboxamide (0.27 g) in methylene chloride (2 mL) were added tetra-n-butylammonium hydrogensulfate (0.66 g), 2-(chloromethyl)pyridine hydrochloride (0.19 g) and 1 mol/L-aqueous sodium hydroxide solution (2.26 mL), and the mixture was stirred at room temperature for one day. The reaction mixture was partitioned between water and chloroform. The organic layer was washed with saturated brine ...